Dataset: the Open Reaction Database (ORD), a public repository of structured organic reaction records. Task: describe an organic reaction: reactants, conditions, products, and yield Reactants: [Li]CCCC, C1CCOC1, CC(C)O, [Cl-], [NH4+], O=C(Nc1ccccc1C=Cc1n[nH]c2ccccc12)c1cccs1. Product: O=C(O)c1ccsc1C(=O)Nc1ccccc1C=Cc1n[nH]c2ccccc12. Reaction SMILES: [CH2:26]([Li:27])[CH2:28][CH2:29][CH3:30].[CH2:37]1[CH2:40][CH2:39][CH2:38][O:41]1.[CH3:31][CH:32]([CH3:33])[OH:34].[Cl-:35].[NH4+:36].[nH:1]1[n:2][c:3]([CH:10]=[CH:11][c:12]2[c:13]([NH:18][C:19](=[O:20])[c:21]3[s:22][cH:23][cH:24][cH:25]3)[cH:14][cH:15][cH:16][cH:17]2)[c:4]2[cH:5][cH:6][cH:7][cH:8][c:9]12>>[nH:1]1[n:2][c:3]([CH:10]=[CH:11][c:12]2[c:13]([NH:18][C:19](=[O:20])[c:21]3[s:22][cH:23][cH:24][c:25]3[C:32]([OH:34])=[O:41])[cH:14][cH:15][cH:16][cH:17]2)[c:4]2[cH:5][cH:6][cH:7][cH:8][c:9]12.